Dataset: the Open Reaction Database (ORD), a public repository of structured organic reaction records. Task: describe an organic reaction: reactants, conditions, products, and yield Reactants: BrC=1C=C(C(=O)O)C=CC1C (3-bromo-4-methylbenzoic acid), C1(=CC=CC=C1)S (thiophenol), cuprous oxide, N1=CC=CC2=CC=CC=C12 (quinoline). Run at temperature 110 celsius, time 1 hour. Product: CC1=C(C=C(C(=S)O)C=C1)C1=CC=CC=C1 (4-Methyl-3-phenylthiobenzoic acid). Isolated yield 95.0%. As a reaction SMILES: Br[C:2]1[CH:3]=[C:4]([CH:8]=[CH:9][C:10]=1[CH3:11])[C:5]([OH:7])=O.C1([SH:18])C=CC=CC=1.N1[C:28]2[C:23](=[CH:24][CH:25]=[CH:26][CH:27]=2)C=CC=1>>[CH3:11][C:10]1[CH:9]=[CH:8][C:4]([C:5]([OH:7])=[S:18])=[CH:3][C:2]=1[C:23]1[CH:28]=[CH:27][CH:26]=[CH:25][CH:24]=1. Procedure details: A 22 liter 3-necked round bottom flask, fitted with an overhead stirrer, thermometer, and a distillation head was placed in a heating mantle and charged with quinoline (6 liter), 3-bromo-4-methylbenzoic acid (2.75 kg, 12.79 mole), thiophenol (1.75 kg 15.22 mole) and cuprous oxide (958 g, 6.7 mole). The red slurry was placed under a nitrogen blanket and heated with stirring to 180°-200° C. over a 1 hour period collecting the water as it distills. This temperature was maintained for 0.5 hours. The... Reactants: B, CSC, C1CCOC1, O=C(NCC(O)c1cccnc1)C1CCc2cc(I)ccc2O1. The product is OC(CNCC1CCc2cc(I)ccc2O1)c1cccnc1. Reaction SMILES: [BH3:4].[CH3:1][S:2][CH3:3].[O:28]1[CH2:29][CH2:30][CH2:31][CH2:32]1.[OH:5][CH:6]([CH2:7][NH:8][C:9](=[O:10])[CH:11]1[O:12][c:13]2[cH:14][cH:15][c:16]([I:21])[cH:17][c:18]2[CH2:19][CH2:20]1)[c:22]1[cH:23][n:24][cH:25][cH:26][cH:27]1>>[OH:5][CH:6]([CH2:7][NH:8][CH2:9][CH:11]1[O:12][c:13]2[cH:14][cH:15][c:16]([I:21])[cH:17][c:18]2[CH2:19][CH2:20]1)[c:22]1[cH:23][n:24][cH:25][cH:26][cH:27]1. Yields the product Cc1sc(Br)nc1CBr. Reactants: Cc1sc(Br)nc1CO, ClCCl, O=S(Br)Br, c1ccncc1. As a reaction SMILES: [Br:5][c:6]1[s:7][c:8]([CH3:13])[c:9]([CH2:11][OH:12])[n:10]1.[Cl:20][CH2:21][Cl:22].[S:1]([Br:2])([Br:3])=[O:4].[cH:14]1[cH:15][cH:16][n:17][cH:18][cH:19]1>>[Br:3][CH2:11][c:9]1[c:8]([CH3:13])[s:7][c:6]([Br:5])[n:10]1. Reactants: ClC=1C=C(C(=CC1)C(=O)Cl)SCl (3-chloro-6-chlorocarbonylphenylsulfenyl chloride), C(C)(C)N1CCC(CC1)CN (1-isopropyl-4-aminomethylpiperidine). Yields the product C(C)(=O)NCC1CCNCC1 (4-acetylaminomethylpiperidine), C(C)(C)Cl (isopropyl chloride). Reaction SMILES: [Cl:1][C:2]1[CH:3]=C(SCl)[C:5]([C:8](Cl)=[O:9])=C[CH:7]=1.C([N:16]1[CH2:21][CH2:20][CH:19]([CH2:22][NH2:23])[CH2:18][CH2:17]1)(C)C>>[C:8]([NH:23][CH2:22][CH:19]1[CH2:18][CH2:17][NH:16][CH2:21][CH2:20]1)(=[O:9])[CH3:5].[CH:2]([Cl:1])([CH3:3])[CH3:7]. Procedure details: 2-(1-sopropylpiperid-4-ylmethyl)-6-chloro-1,2-benzisothiazolin-3-one is obtained analogously to Example 33 by reacting 3-chloro-6-chlorocarbonylphenylsulfenyl chloride and 1-isopropyl-4-aminomethylpiperidine [boiling point 15 :95°-97° C.; obtained from 4-acetylaminomethylpiperidine and isopropyl chloride analogously to Singh et al., J. Med. Chem. 12, 949 (1969) and Werbel et al., supra]. After recrystallization in acetone, yellow crystals of melting point 134°-135° C. are obtained; yield: 37% of... The reactants are C1(=CC=C(C=C1)S(=O)(=O)O)C.NN1C(N(C(C1)C1=CC=C(C=C1)C1CC1)CCC1=CC=C(C=C1)OC)=O (1-amino-3-[2-(4-methoxyphenyl)ethyl]-4-(4-cyclopropylphenyl)-2-imidazolidinone p-toluenesulfonic acid salt), CN1CCOCC1 (N-methylmorpholine), ClS(=O)(=O)CC(=O)OCC1C2=CC=CC=C2C=2C=CC=CC12 (9H-fluoren-9-ylmethyl chlorosulfonylacetate). Run in ClCCl (dichloromethane), ClCCl (dichloromethane). Conditions: time 45 minute. Product: C1=CC=CC=2C3=CC=CC=C3C(C12)COC(CS(=O)(=O)NN1C(N(C(C1)C1=CC=C(C=C1)C1CC1)CCC1=CC=C(C=C1)OC)=O)=O (1-[[2-(9H-fluoren-9-ylmethoxy)-2-oxoethyl]sulfonylamino]-3-[2-(4-methoxyphenyl)ethyl]-4-(4-cyclopropylphenyl)-2-imidazolidinone). RXN SMILES: C1(C)C=CC(S(O)(=O)=O)=CC=1.[NH2:12][N:13]1[CH2:17][CH:16]([C:18]2[CH:23]=[CH:22][C:21]([CH:24]3[CH2:26][CH2:25]3)=[CH:20][CH:19]=2)[N:15]([CH2:27][CH2:28][C:29]2[CH:34]=[CH:33][C:32]([O:35][CH3:36])=[CH:31][CH:30]=2)[C:14]1=[O:37].CN1CCOCC1.Cl[S:46]([CH2:49][C:50]([O:52][CH2:53][CH:54]1[C:66]2[CH:65]=[CH:64][CH:63]=[CH:62][C:61]=2[C:60]2[C:55]1=[CH:56][CH:57]=[CH:58][CH:59]=2)=[O:51])(=[O:48])=[O:47]>ClCCl>[CH:56]1[C:55]2[CH:54]([CH2:53][O:52][C:50](=[O:51])[CH2:49][S:46]([NH:12][N:13]3[CH2:17][CH:16]([C:18]4[CH:23]=[CH:22][C:21]([CH:24]5[CH2:26][CH2:25]5)=[CH:20][CH:19]=4)[N:15]([CH2:27][CH2:28][C:29]4[CH:30]=[CH:31][C:32]([O:35][CH3:36])=[CH:33][CH:34]=4)[C:14]3=[O:37])(=[O:47])=[O:48])[C:66]3[C:61](=[CH:62][CH:63]=[CH:64][CH:65]=3)[C:60]=2[CH:59]=[CH:58][CH:57]=1 |f:0.1|. Procedure: To a solution of 1-amino-3-[2-(4-methoxyphenyl)ethyl]-4-(4-cyclopropylphenyl)-2-imidazolidinone p-toluenesulfonic acid salt (2.61 g, 0.0050 mol), dichloromethane (12 mL), and N-methylmorpholine (1.53 mL, 0.014 mol) is added a solution of 9H-fluoren-9-ylmethyl chlorosulfonylacetate, 14, (1.76 g, 0.0052 mol) in dichloromethane (7 mL) slowly over 7 minutes at 15° C. to 20° C. The reaction is stirred at ambient temperature for 45 minutes, and then washed twice with 0.1 N HCl and water. The organic p...